describe an organic reaction: reactants, conditions, products, and yield From a dataset of the Open Reaction Database (ORD), a public repository of structured organic reaction records. Reactants: ClC1=CC=C2C(C(NC2=C1)=O)C1=NC(=NC(=C1)OC)OC (rac-6-chloro-3-(2,6-dimethoxy-pyrimidin-4-yl)-1,3-dihydro-indol-2-one), ClC=1C=C(CBr)C=CC1 (3-chlorobenzyl bromide), [I-].[K+] (potassium iodide), C([O-])([O-])=O.[K+].[K+] (potassium carbonate). The solvent is CC(=O)C (acetone), C(C)(=O)OCC (ethyl acetate). Run at temperature 80 celsius. Yields the product ClC1=CC=C2C(C(NC2=C1)=O)(C1=NC(=NC(=C1)OC)OC)CC1=CC(=CC=C1)Cl (rac-6-chloro-3-(3-chloro-benzyl)-3-(2,6-dimethoxy-pyrimidin-4-yl)-1,3-dihydro-indol-2-one). RXN SMILES: [Cl:1][C:2]1[CH:10]=[C:9]2[C:5]([CH:6]([C:12]3[CH:17]=[C:16]([O:18][CH3:19])[N:15]=[C:14]([O:20][CH3:21])[N:13]=3)[C:7](=[O:11])[NH:8]2)=[CH:4][CH:3]=1.[Cl:22][C:23]1[CH:24]=[C:25]([CH:28]=[CH:29][CH:30]=1)[CH2:26]Br.[I-].[K+].C(=O)([O-])[O-].[K+].[K+]>CC(C)=O.C(OCC)(=O)C>[Cl:1][C:2]1[CH:10]=[C:9]2[C:5]([C:6]([CH2:26][C:25]3[CH:28]=[CH:29][CH:30]=[C:23]([Cl:22])[CH:24]=3)([C:12]3[CH:17]=[C:16]([O:18][CH3:19])[N:15]=[C:14]([O:20][CH3:21])[N:13]=3)[C:7](=[O:11])[NH:8]2)=[CH:4][CH:3]=1 |f:2.3,4.5.6|. Procedure: A mixture of rac-6-chloro-3-(2,6-dimethoxy-pyrimidin-4-yl)-1,3-dihydro-indol-2-one (0.23 g, 0.75 mmol) (from Example 29a supra), 3-chlorobenzyl bromide (0.19 g, 0.9 mmol) (Aldrich), potassium iodide (0.15 g, 0.9 mmol) and potassium carbonate (0.23 g, 1.66 mmol) in acetone (20 mL) was heated at 80° C. for 30 minutes. After cooling, mixture was diluted with ethyl acetate and washed with water and brine. Aqueous layers were back washed with ethyl acetate. The organic layers were combined, dried ove...